Task: describe an organic reaction: reactants, conditions, products, and yield. Dataset: the Open Reaction Database (ORD), a public repository of structured organic reaction records The reactants are OC=1C=C(C#N)C=CC1OC (3-hydroxy-4-methoxybenzonitrile), C([O-])([O-])=O.[K+].[K+] (potassium carbonate), CN(C=O)C (N,N-dimethylformamide), resultant mixture, ClCCCN1CCOCC1 (N-(3-chloropropyl)morpholine). Run in C1(=CC=CC=C1)C (toluene). Run at temperature 85 celsius. Yields the product COC1=C(C=C(C#N)C=C1)OCCCN1CCOCC1 (4-methoxy-3-(3-morpholinopropoxy)benzonitrile). Isolated yield 98.3%. Reaction SMILES: [OH:1][C:2]1[CH:3]=[C:4]([CH:7]=[CH:8][C:9]=1[O:10][CH3:11])[C:5]#[N:6].C(=O)([O-])[O-].[K+].[K+].CN(C)C=O.Cl[CH2:24][CH2:25][CH2:26][N:27]1[CH2:32][CH2:31][O:30][CH2:29][CH2:28]1>C1(C)C=CC=CC=1>[CH3:11][O:10][C:9]1[CH:8]=[CH:7][C:4]([C:5]#[N:6])=[CH:3][C:2]=1[O:1][CH2:24][CH2:25][CH2:26][N:27]1[CH2:32][CH2:31][O:30][CH2:29][CH2:28]1 |f:1.2.3|. Procedure details: A mixture of 3-hydroxy-4-methoxybenzonitrile (34.3 kg), potassium carbonate (54.5 kg) and N,N-dimethylformamide (226 kg) was stirred and heated to approximately 85° C. A toluene solution (91.4 kg) containing N-(3-chloropropyl)morpholine (41.1 kg) was added to the heated mixture and the resultant mixture was heated to about 85° C. for an additional 10 hours. The bulk of the N,N-dimethylformamide was removed by vacuum distillation and the residue was diluted with water (286 liters). The aqueous mi... The reactants are C[C@H]([C@H](C1=CC=CC=C1)O)NC (d-ephedrine), COC(C(=O)O)C1=CC=CC=C1 ((+)-α-methoxy-α-phenylacetic acid), [Cl-].[Na+] (sodium chloride), C[C@H]([C@H](C1=CC=CC=C1)O)NC (d-ephedrine), ice, S(O)(O)(=O)=O (sulfuric acid), CC(C(=O)O)C1=CC=CC=C1 (racemic (+)-α-methyl-α-phenylacetic acid). The solvent is ClCCl (dichloromethane), CO (MeOH), C(C)O (ethanol). Product: C[C@@H]([C@@H](C=1C=CC=CC1)O)NC (ephedrine), S(O)(O)(=O)=O (sulfuric acid). Reaction SMILES: CC(C1C=CC=CC=1)C(O)=O.[CH3:12][C@@H:13]([NH:22][CH3:23])[C@@H:14]([OH:21])[C:15]1[CH:20]=[CH:19][CH:18]=[CH:17][CH:16]=1.COC(C1C=CC=CC=1)C(O)=O.[S:36](=[O:40])(=[O:39])([OH:38])[OH:37].[Cl-].[Na+]>C(O)C.ClCCl.CO>[CH3:12][C@H:13]([NH:22][CH3:23])[C@H:14]([OH:21])[C:15]1[CH:20]=[CH:19][CH:18]=[CH:17][CH:16]=1.[S:36](=[O:38])(=[O:37])([OH:40])[OH:39] |f:4.5|. Reported procedure: Heat 40.0 g. (0.241 moles) of racemic (+)-α-methyl-α-phenylacetic acid [D. G. Neilson et al. J. Chem. Soc., (1962), 1519] with 40.0 g. (0.242 moles) of d-ephedrine (available from Aldrich) in 180 mL of 95% ethanol under reflux on a steam bath. Cool the resulting solution to room temperature slowly and leave undisturbed overnight (16 hrs.). Filter the resulting crystallized solid and wash same with 95% ethanol (20 mL) and ethyl ether to give 35.6 g. Recrystallize (twice) the solid from 95% ethano... Starting materials: ClC=1C=C(CN)C=CC1Cl (3,4-dichlorobenzylamine), COC(C1=CC=C(C=C1)C=1N=C(C2=C(N1)SC=C2C)Cl)=O (4-(4-chloro-5-methyl-thieno-[2,3-d]-pyrimidin-2-yl)-benzoic acid methylester). Yields the product COC(C1=CC=C(C=C1)C=1N=C(C2=C(N1)SC=C2C)NCC2=CC(=C(C=C2)Cl)Cl)=O (4-[4-(3,4-dichlorobenzylamino)-5-methyl-thieno-[2,3-d]-pyrimidin-2-yl]-benzoic acid methylester). As a reaction SMILES: [Cl:1][C:2]1[CH:3]=[C:4]([CH:7]=[CH:8][C:9]=1[Cl:10])[CH2:5][NH2:6].[CH3:11][O:12][C:13](=[O:31])[C:14]1[CH:19]=[CH:18][C:17]([C:20]2[N:21]=[C:22](Cl)[C:23]3[C:28]([CH3:29])=[CH:27][S:26][C:24]=3[N:25]=2)=[CH:16][CH:15]=1>>[CH3:11][O:12][C:13](=[O:31])[C:14]1[CH:15]=[CH:16][C:17]([C:20]2[N:21]=[C:22]([NH:6][CH2:5][C:4]3[CH:7]=[CH:8][C:9]([Cl:10])=[C:2]([Cl:1])[CH:3]=3)[C:23]3[C:28]([CH3:29])=[CH:27][S:26][C:24]=3[N:25]=2)=[CH:18][CH:19]=1. Procedure: The reaction procedure as above wherein 3,4-dichlorobenzylamine is reacted with 4-(4-chloro-5-methyl-thieno-[2,3-d]-pyrimidin-2-yl)-benzoic acid methylester yields 4-[4-(3,4-dichlorobenzylamino)-5-methyl-thieno-[2,3-d]-pyrimidin-2-yl]-benzoic acid methylester. The reactants are CO, Cl, CC(C)(C)OC(=O)N1CCCC1(O)c1cc(F)ccc1F, [Na+], [OH-]. Product: Fc1ccc(F)c(C2=NCCC2)c1. RXN SMILES: [CH3:25][OH:26].[ClH:1].[F:2][c:3]1[c:4]([C:10]2([OH:15])[N:11]([C:16]([O:17][C:18]([CH3:19])([CH3:20])[CH3:21])=[O:22])[CH2:12][CH2:13][CH2:14]2)[cH:5][c:6]([F:9])[cH:7][cH:8]1.[Na+:24].[OH-:23]>>[F:2][c:3]1[c:4]([C:10]2=[N:11][CH2:12][CH2:13][CH2:14]2)[cH:5][c:6]([F:9])[cH:7][cH:8]1.